The task is: describe an organic reaction: reactants, conditions, products, and yield. This data is from the Open Reaction Database (ORD), a public repository of structured organic reaction records. The reactants are O=C([O-])[O-], O=C([O-])[O-], C=CCI, CC(C)=O, [Cs+], [Cs+], [K+], [K+], Oc1ccc2cn[nH]c2c1. Product: C=CCOc1ccc2cn[nH]c2c1. RXN SMILES: [C:11](=[O:12])([O-:13])[O-:14].[C:17](=[O:18])([O-:19])[O-:20].[CH2:23]([CH:24]=[CH2:25])[I:26].[CH3:27][C:28](=[O:29])[CH3:30].[Cs+:21].[Cs+:22].[K+:15].[K+:16].[nH:1]1[n:2][cH:3][c:4]2[cH:5][cH:6][c:7]([OH:10])[cH:8][c:9]12>>[nH:1]1[n:2][cH:3][c:4]2[cH:5][cH:6][c:7]([O:10][CH2:25][CH:24]=[CH2:23])[cH:8][c:9]12. The reactants are COC(CCCCCCCN(C(C1=CC=C(C=C1)Cl)=O)C1=CC=C(C=C1)OCC1=CC=CC=C1)=O (8-[4-chloro-N-(4-benzyloxyphenyl)-benzamido]-caprylic acid methyl ester), [OH-].[Na+] (sodium hydroxide), crude product. Solvent: CO (methanol). Yields the product ClC1=CC=C(C(=O)N(C2=CC=C(C=C2)OCC2=CC=CC=C2)CCCCCCCC(=O)O)C=C1 (8-[4-Chloro-N-(4-benzyloxyphenyl)-benzamido]caprylic acid). Reaction SMILES: C[O:2][C:3](=[O:35])[CH2:4][CH2:5][CH2:6][CH2:7][CH2:8][CH2:9][CH2:10][N:11]([C:21]1[CH:26]=[CH:25][C:24]([O:27][CH2:28][C:29]2[CH:34]=[CH:33][CH:32]=[CH:31][CH:30]=2)=[CH:23][CH:22]=1)[C:12](=[O:20])[C:13]1[CH:18]=[CH:17][C:16]([Cl:19])=[CH:15][CH:14]=1.[OH-].[Na+]>CO>[Cl:19][C:16]1[CH:17]=[CH:18][C:13]([C:12]([N:11]([CH2:10][CH2:9][CH2:8][CH2:7][CH2:6][CH2:5][CH2:4][C:3]([OH:35])=[O:2])[C:21]2[CH:22]=[CH:23][C:24]([O:27][CH2:28][C:29]3[CH:34]=[CH:33][CH:32]=[CH:31][CH:30]=3)=[CH:25][CH:26]=2)=[O:20])=[CH:14][CH:15]=1 |f:1.2|. Procedure details: As described in example 1(b), the reaction is carried out with 7.4 g (15 mmol) of 8-[4-chloro-N-(4-benzyloxyphenyl)-benzamido]-caprylic acid methyl ester, 1 g (23 mmol) of sodium hydroxide and 200 cc. of methanol. Reaction time: 48 hours, reaction temperature: 25° C. The crude product is used in the next reaction step without further purification. Starting materials: C1(=CC=CC=C1)C(=CCCN(CC)CC)C1CC2=CC=CC=C2C1 (1-phenyl-1-(2-indanyl)-4-diethylamino-1-butene). Reagents/catalysts: [Pd] (palladium on carbon). The product is C1(=CC=CC=C1)C(CCCN(CC)CC)C1CC2=CC=CC=C2C1 (1-phenyl-1-(2-indanyl)-4-diethylaminobutane). Reaction SMILES: [C:1]1([C:7]([CH:16]2[CH2:24][C:23]3[C:18](=[CH:19][CH:20]=[CH:21][CH:22]=3)[CH2:17]2)=[CH:8][CH2:9][CH2:10][N:11]([CH2:14][CH3:15])[CH2:12][CH3:13])[CH:6]=[CH:5][CH:4]=[CH:3][CH:2]=1>[Pd]>[C:1]1([CH:7]([CH:16]2[CH2:17][C:18]3[C:23](=[CH:22][CH:21]=[CH:20][CH:19]=3)[CH2:24]2)[CH2:8][CH2:9][CH2:10][N:11]([CH2:12][CH3:13])[CH2:14][CH3:15])[CH:2]=[CH:3][CH:4]=[CH:5][CH:6]=1. Reported procedure: A solution of 23.5 g. of 1-phenyl-1-(2-indanyl)-4-diethylamino-1-butene in 375 cc. of 95 percent (v/v) ethanolbenzene was stirred while 1.5 g. of 5 percent palladium on carbon was added in one portion. The reaction mixture was stirred for 6 hours at 24° C. under a hydrogen gas atmosphere at 60 p.s.i. After filtering off the hydrogenation catalyst, the filtrate was concentrated to dryness under reduced pressure to provide 1-phenyl-1-(2-indanyl)-4-diethylaminobutane. Starting materials: C1(=CC=CC=C1)NC(=S)N (phenylthiourea), BrCC(C(=O)OCC)=O (ethyl bromopyruvate). Solvent: C(C)O (ethanol). Yields the product N(C1=CC=CC=C1)C=1SC=C(N1)C(=O)OCC (Ethyl 2-anilinothiazole-4-carboxylate). RXN SMILES: [C:1]1([NH:7][C:8]([NH2:10])=[S:9])[CH:6]=[CH:5][CH:4]=[CH:3][CH:2]=1.Br[CH2:12][C:13](=O)[C:14]([O:16][CH2:17][CH3:18])=[O:15]>C(O)C>[NH:7]([C:8]1[S:9][CH:12]=[C:13]([C:14]([O:16][CH2:17][CH3:18])=[O:15])[N:10]=1)[C:1]1[CH:6]=[CH:5][CH:4]=[CH:3][CH:2]=1. Procedure: A mixture comprising 8.6 g of phenylthiourea, 10 g of ethyl bromopyruvate and 100 ml of ethanol was heated under reflux for 3 hours, and the reaction mixture was then concentrated under reduced pressure. A saturated aqueous sodium hydrogen carbonate solution was added to the residue, followed by extraction with ethyl acetate. The extract was dried over anhydrous sodium sulfate and evaporated under reduced pressure. The crystals which formed were collected by filtration. washed with benzene, and ...